Dataset: the Open Reaction Database (ORD), a public repository of structured organic reaction records. Task: describe an organic reaction: reactants, conditions, products, and yield The reactants are N(=NC(=O)OCC)C(=O)OCC (diethyl azodicarboxylate), Cl (HCl), CN1C[C@H]([C@H](CC1)O)C1=CC=CC=C1 (cis-1-methyl-3-phenyl-4-piperidinol), C1(=CC=CC=C1)P(C1=CC=CC=C1)C1=CC=CC=C1 (triphenylphosphine), ClC1=C(C=CC=C1)O (2-chlorophenol). Run in C(C)(=O)OCC (ethyl acetate), CC(=O)C (acetone), CCOCC (ether), C1=CC=CC=C1 (benzene), C1=CC=CC=C1 (benzene). Run at time 18 hour. Product: Cl.ClC1=C(O[C@H]2[C@@H](CN(CC2)C)C2=CC=CC=C2)C=CC=C1 (trans-4-(2-chlorophenoxy)-1-methyl-3-phenylpiperidine hydrochloride). As a reaction SMILES: N(C(OCC)=O)=NC(OCC)=O.[CH3:13][N:14]1[CH2:19][CH2:18][C@H:17]([OH:20])[C@H:16]([C:21]2[CH:26]=[CH:25][CH:24]=[CH:23][CH:22]=2)[CH2:15]1.C1(P(C2C=CC=CC=2)C2C=CC=CC=2)C=CC=CC=1.[Cl:46][C:47]1[CH:52]=[CH:51][CH:50]=[CH:49][C:48]=1O.Cl>C1C=CC=CC=1.CCOCC.C(OCC)(=O)C.CC(C)=O>[ClH:46].[Cl:46][C:47]1[CH:52]=[CH:51][CH:50]=[CH:49][C:48]=1[O:20][C@@H:17]1[CH2:18][CH2:19][N:14]([CH3:13])[CH2:15][C@H:16]1[C:21]1[CH:26]=[CH:25][CH:24]=[CH:23][CH:22]=1 |f:9.10|. Procedure: A solution of 4.79 g of diethyl azodicarboxylate in 125 ml of anhydrous benzene is added dropwise at 4° C. under nitrogen over a 90 minute period to a mixture of 4.78 g of cis-1-methyl-3-phenyl-4-piperidinol of Example 1 g, 7.21 g of triphenylphosphine, 3.54 g of 2-chlorophenol and 125 ml of anhydrous benzene. The mixture is stirred 18 hours at room temperature under nitrogen and then is filtered. The solid is washed well with hexane and the filtrate is concentrated in vacuo. The residue is trit...